Dataset: the Open Reaction Database (ORD), a public repository of structured organic reaction records. Task: describe an organic reaction: reactants, conditions, products, and yield Reactants: C(C)(=O)C=1C=CC2=C(C34C(CN(C3)CC3CCCC3)C3=C(C2C4)C=CC=C3)C1 (5-acetyl-2-cyclopentylmethyl-2,3,8,12b-tetrahydro-1H-3a,8-methanodibenzo[3,4:6,7]cyclohepta[1,2-c]pyrrole), Cl.NO (hydroxylamine hydrochloride), C(Cl)Cl (methylene chloride), [OH-].[Na+] (sodium hydroxide). Run in C(C)O (ethanol), O (water), O (water). Yields the product C(C)(C=1C=CC2=C(C34C(CN(C3)CC3CCCC3)C3=C(C2C4)C=CC=C3)C1)=NO (5-acetyl-2-cyclopentylmethyl-2,3,8,12b-tetrahydro-1H-3a,8-methanodibenzo[3,4:6,7]cyclohepta[1,2-c]pyrrole oxime). Isolated yield 24.7%. As a reaction SMILES: [C:1]([C:4]1[CH:5]=[CH:6][C:7]2[CH:22]3[CH2:23][C:9]4([CH2:13][N:12]([CH2:14][CH:15]5[CH2:19][CH2:18][CH2:17][CH2:16]5)[CH2:11][CH:10]4[C:20]4[CH:27]=[CH:26][CH:25]=[CH:24][C:21]=43)[C:8]=2[CH:28]=1)(=O)[CH3:2].Cl.[NH2:30][OH:31].[OH-].[Na+].C(Cl)Cl>C(O)C.O>[C:1](=[N:30][OH:31])([C:4]1[CH:5]=[CH:6][C:7]2[CH:22]3[CH2:23][C:9]4([CH2:13][N:12]([CH2:14][CH:15]5[CH2:19][CH2:18][CH2:17][CH2:16]5)[CH2:11][CH:10]4[C:20]4[CH:27]=[CH:26][CH:25]=[CH:24][C:21]=43)[C:8]=2[CH:28]=1)[CH3:2] |f:1.2,3.4|. Procedure details: To a stirred mixture of 5.0 g (13.6 mmoles) of 5-acetyl-2-cyclopentylmethyl-2,3,8,12b-tetrahydro-1H-3a,8-methanodibenzo[3,4:6,7]cyclohepta[1,2-c]pyrrole, (Example 66), and 1.5 g (21.3 mmoles) of hydroxylamine hydrochloride in 25 ml of ethanol and 5.0 ml of water was added portionwise 2.8 g (70 mmoles) of powdered sodium hydroxide. The reaction mixture was then heated at reflux for 5 minutes, cooled, and distributed between water and methylene chloride. The organic layer was washed with water, dr... The reactants are N#CCC(=O)O, C1CCNCC1, COc1ccc(OC)c(C=O)c1, O, c1ccncc1. Yields the product COc1ccc(OC)c(C=CC#N)c1. As a reaction SMILES: [C:13](#[N:14])[CH2:15][C:16]([OH:17])=[O:18].[CH2:19]1[CH2:20][CH2:21][NH:22][CH2:23][CH2:24]1.[CH3:1][O:2][c:3]1[c:4]([CH:5]=[O:6])[cH:7][c:8]([O:11][CH3:12])[cH:9][cH:10]1.[OH2:31].[cH:25]1[cH:26][cH:27][n:28][cH:29][cH:30]1>>[CH3:1][O:2][c:3]1[c:4]([CH:5]=[CH:15][C:13]#[N:14])[cH:7][c:8]([O:11][CH3:12])[cH:9][cH:10]1. Starting materials: COC(=O)c1cc2cc3[nH]c(=O)oc3cc2[nH]1, O. Yields the product O=C(O)c1cc2cc3[nH]c(=O)oc3cc2[nH]1. RXN SMILES: [O:1]=[c:2]1[o:3][c:4]2[c:5]([cH:6][c:7]3[cH:8][c:9]([C:13](=[O:14])[O:15][CH3:16])[nH:10][c:11]3[cH:12]2)[nH:17]1.[OH2:18]>>[O:1]=[c:2]1[o:3][c:4]2[c:5]([cH:6][c:7]3[cH:8][c:9]([C:13](=[O:14])[OH:15])[nH:10][c:11]3[cH:12]2)[nH:17]1.